describe an organic reaction: reactants, conditions, products, and yield From a dataset of the Open Reaction Database (ORD), a public repository of structured organic reaction records. Starting materials: O=C(n1ccnc1)n1ccnc1, CN(C)C=O, O=C(O)c1ccc(N2CCCCC2)cc1, CN1CCN(c2cccc3c2CC(N)CO3)CC1. The product is CN1CCN(c2cccc3c2CC(NC(=O)c2ccc(N4CCCCC4)cc2)CO3)CC1. As a reaction SMILES: [C:16]([n:17]1[cH:18][cH:19][n:20][cH:21]1)([n:22]1[cH:23][cH:24][n:25][cH:26]1)=[O:27].[CH3:46][N:47]([CH3:48])[CH:49]=[O:50].[N:1]1([c:7]2[cH:8][cH:9][c:10]([C:11](=[O:12])[OH:13])[cH:14][cH:15]2)[CH2:2][CH2:3][CH2:4][CH2:5][CH2:6]1.[NH2:28][CH:29]1[CH2:30][O:31][c:32]2[c:33]([c:35]([N:39]3[CH2:40][CH2:41][N:42]([CH3:45])[CH2:43][CH2:44]3)[cH:36][cH:37][cH:38]2)[CH2:34]1>>[N:1]1([c:7]2[cH:8][cH:9][c:10]([C:11](=[O:13])[NH:28][CH:29]3[CH2:30][O:31][c:32]4[c:33]([c:35]([N:39]5[CH2:40][CH2:41][N:42]([CH3:45])[CH2:43][CH2:44]5)[cH:36][cH:37][cH:38]4)[CH2:34]3)[cH:14][cH:15]2)[CH2:2][CH2:3][CH2:4][CH2:5][CH2:6]1. The reactants are CC(=O)O, COC(=O)C[SH](C)c1ccc(-c2ccccc2)cc1, OO. The product is COC(=O)C[SH](C)(=O)c1ccc(-c2ccccc2)cc1. Reaction SMILES: [CH3:22][C:23](=[O:24])[OH:25].[CH3:3][O:4][C:5]([CH2:6][SH:7]([CH3:8])[c:9]1[cH:10][cH:11][c:12](-[c:15]2[cH:16][cH:17][cH:18][cH:19][cH:20]2)[cH:13][cH:14]1)=[O:21].[OH:1][OH:2]>>[O:1]=[SH:7]([CH2:6][C:5]([O:4][CH3:3])=[O:21])([CH3:8])[c:9]1[cH:10][cH:11][c:12](-[c:15]2[cH:16][cH:17][cH:18][cH:19][cH:20]2)[cH:13][cH:14]1. Starting materials: C=COC(C)=O, CC(=O)CC(C)C, O=C1CC(O)C=C1Cc1cccc(OCc2ccccc2)c1. Product: CC(=O)OC1C=C(Cc2cccc(OCc3ccccc3)c2)C(=O)C1. Reaction SMILES: [CH3:23][C:24](=[O:25])[O:26][CH:27]=[CH2:28].[CH3:29][C:30]([CH2:31][CH:32]([CH3:33])[CH3:34])=[O:35].[OH:1][CH:2]1[CH:3]=[C:4]([CH2:8][c:9]2[cH:10][c:11]([O:15][CH2:16][c:17]3[cH:18][cH:19][cH:20][cH:21][cH:22]3)[cH:12][cH:13][cH:14]2)[C:5](=[O:7])[CH2:6]1>>[O:1]([CH:2]1[CH:3]=[C:4]([CH2:8][c:9]2[cH:10][c:11]([O:15][CH2:16][c:17]3[cH:18][cH:19][cH:20][cH:21][cH:22]3)[cH:12][cH:13][cH:14]2)[C:5](=[O:7])[CH2:6]1)[C:24]([CH3:23])=[O:25]. As a reaction SMILES: [N:1]1[CH:6]=[CH:5][CH:4]=[C:3]([CH2:7][O:8][C:9](=[O:28])[N:10]([C:21]2[CH:26]=[CH:25][N:24]=[C:23](Cl)[N:22]=2)[C:11]2[CH:16]=[CH:15][C:14]([O:17][CH3:18])=[CH:13][C:12]=2[O:19][CH3:20])[CH:2]=1.[CH3:29][N:30]([CH3:41])[CH2:31][CH2:32][O:33][C:34]1[CH:39]=[CH:38][C:37]([NH2:40])=[CH:36][CH:35]=1.C(O)(C)C.FC(F)(F)C(O)=O>C(OCC)(=O)C>[CH3:20][O:19][C:12]1[CH:13]=[C:14]([O:17][CH3:18])[CH:15]=[CH:16][C:11]=1[N:10]([C:21]1[CH:26]=[CH:25][N:24]=[C:23]([NH:40][C:37]2[CH:36]=[CH:35][C:34]([O:33][CH2:32][CH2:31][N:30]([CH3:41])[CH3:29])=[CH:39][CH:38]=2)[N:22]=1)[C:9](=[O:28])[O:8][CH2:7][C:3]1[CH:2]=[N:1][CH:6]=[CH:5][CH:4]=1. Product: COC1=C(C=CC(=C1)OC)N(C(OCC=1C=NC=CC1)=O)C1=NC(=NC=C1)NC1=CC=C(C=C1)OCCN(C)C (3-pyridinylmethyl 2,4-bis(methyloxy)-phenyl(2-((4-((2-(dimethylamino)ethyl)oxy)phenyl)amino)-4-pyrimidinyl)-carbamate). Reactants: N1=CC(=CC=C1)COC(N(C1=C(C=C(C=C1)OC)OC)C1=NC(=NC=C1)Cl)=O ((2-chloro-pyrimidin-4-yl)-(2,4-dimethoxy-phenyl)-carbamic acid pyridin-3-ylmethyl ester), CN(CCOC1=CC=C(C=C1)N)C (4-(2-dimethylamino-ethoxy)-phenylamine), C(C)(C)O (isopropanol), FC(C(=O)O)(F)F (Trifluoroacetic acid). Conditions: temperature 60 celsius. Run in C(C)(=O)OCC (ethyl acetate). Reported procedure: A resealable tube was charged with (2-chloro-pyrimidin-4-yl)-(2,4-dimethoxy-phenyl)-carbamic acid pyridin-3-ylmethyl ester (0.100 g, 0.249 mol), 4-(2-dimethylamino-ethoxy)-phenylamine (0.100 g, 0.51 mmol), and isopropanol (2 mL). Trifluoroacetic acid (0.074 g, 0.050 mL, 0.65 mmol) was added. The tube was sealed and the mixture was heated at 60° C. for 20 h. The reaction mixture was cooled to room temperature and concentrated to afford a pale purple oil. The resulting solution was diluted with et...